Dataset: the Open Reaction Database (ORD), a public repository of structured organic reaction records. Task: describe an organic reaction: reactants, conditions, products, and yield Starting materials: CI, CC(C)=O, c1cncc(-c2nsnc2N2CCOCC2)c1. Yields the product C[n+]1cccc(-c2nsnc2N2CCOCC2)c1, [I-]. Reaction SMILES: [CH3:1][I:2].[CH3:20][C:21](=[O:22])[CH3:23].[O:3]1[CH2:4][CH2:5][N:6]([c:9]2[c:10](-[c:14]3[cH:15][n:16][cH:17][cH:18][cH:19]3)[n:11][s:12][n:13]2)[CH2:7][CH2:8]1>>[CH3:1][n+:16]1[cH:15][c:14](-[c:10]2[c:9]([N:6]3[CH2:5][CH2:4][O:3][CH2:8][CH2:7]3)[n:13][s:12][n:11]2)[cH:19][cH:18][cH:17]1.[I-:2]. Starting materials: COc1cccc(S(=O)(=O)N2CC(C(=O)O)N(c3ccccc3)C2=O)c1, FC(F)(F)c1cccc(N2CCNCC2)c1. The product is COc1cccc(S(=O)(=O)N2CC(C(=O)N3CCN(c4cccc(C(F)(F)F)c4)CC3)N(c3ccccc3)C2=O)c1. RXN SMILES: [CH3:1][O:2][c:3]1[cH:4][c:5]([S:9](=[O:10])(=[O:11])[N:12]2[C:13](=[O:26])[N:14]([c:20]3[cH:21][cH:22][cH:23][cH:24][cH:25]3)[CH:15]([C:17](=[O:18])[OH:19])[CH2:16]2)[cH:6][cH:7][cH:8]1.[F:27][C:28]([c:29]1[cH:30][c:31]([N:35]2[CH2:36][CH2:37][NH:38][CH2:39][CH2:40]2)[cH:32][cH:33][cH:34]1)([F:41])[F:42]>>[CH3:1][O:2][c:3]1[cH:4][c:5]([S:9](=[O:10])(=[O:11])[N:12]2[C:13](=[O:26])[N:14]([c:20]3[cH:21][cH:22][cH:23][cH:24][cH:25]3)[CH:15]([C:17](=[O:19])[N:38]3[CH2:37][CH2:36][N:35]([c:31]4[cH:30][c:29]([C:28]([F:27])([F:41])[F:42])[cH:34][cH:33][cH:32]4)[CH2:40][CH2:39]3)[CH2:16]2)[cH:6][cH:7][cH:8]1. Starting materials: COC(C1=CC(=CC(=C1)I)Br)=O (3-Bromo-5-iodobenzoic acid methyl ester), N1C(CCC1)=O (2-pyrrolidinone), C(=O)([O-])[O-].[Cs+].[Cs+] (Cs2CO3). The reagents and catalysts are C1=CC=C(C=C1)/C=C/C(=O)/C=C/C2=CC=CC=C2.C1=CC=C(C=C1)/C=C/C(=O)/C=C/C2=CC=CC=C2.C1=CC=C(C=C1)/C=C/C(=O)/C=C/C2=CC=CC=C2.[Pd].[Pd] (pd2(dba)3), CC1(C2=C(C(=CC=C2)P(C3=CC=CC=C3)C4=CC=CC=C4)OC5=C(C=CC=C51)P(C6=CC=CC=C6)C7=CC=CC=C7)C (Xantphos). Run in O1CCOCC1 (dioxane). Run at temperature 40 celsius. Product: COC(C1=CC(=CC(=C1)N1C(CCC1)=O)Br)=O (3-Bromo-5-(2-oxopyrrolidin-1-yl)benzoic acid methyl ester). Isolated yield 82.4%. As a reaction SMILES: [CH3:1][O:2][C:3](=[O:12])[C:4]1[CH:9]=[C:8](I)[CH:7]=[C:6]([Br:11])[CH:5]=1.[NH:13]1[CH2:17][CH2:16][CH2:15][C:14]1=[O:18].C([O-])([O-])=O.[Cs+].[Cs+]>O1CCOCC1.C1C=CC(/C=C/C(/C=C/C2C=CC=CC=2)=O)=CC=1.C1C=CC(/C=C/C(/C=C/C2C=CC=CC=2)=O)=CC=1.C1C=CC(/C=C/C(/C=C/C2C=CC=CC=2)=O)=CC=1.[Pd].[Pd].CC1(C)C2C(=C(P(C3C=CC=CC=3)C3C=CC=CC=3)C=CC=2)OC2C(P(C3C=CC=CC=3)C3C=CC=CC=3)=CC=CC1=2>[CH3:1][O:2][C:3](=[O:12])[C:4]1[CH:9]=[C:8]([N:13]2[CH2:17][CH2:16][CH2:15][C:14]2=[O:18])[CH:7]=[C:6]([Br:11])[CH:5]=1 |f:2.3.4,6.7.8.9.10|. Reported procedure: 3-Bromo-5-iodobenzoic acid methyl ester (2.044 g, 5.996 mmol) in dioxane (25 ml) was treated with 2-pyrrolidinone (433 μl, 5.696 mmol), Cs2CO3 (2.93 g, 8.994 mmol), pd2(dba)3 (110 mg, 0.12 mmol) and Xantphos (208 mg, 0.36 mmol). The reaction mixture was heated to 40° C. for 3 days, then cooled to room temperature. The reaction mixture was filtered through celite and concentrated in vacuo. Column chromatography on silica gel (EtOAc) gave D9 (1.4 g) as a brown solid. As a reaction SMILES: [Cl:1]([O-:5])(=[O:4])(=[O:3])=[O:2].[CH:6]1([N+:12]2[C:17](Cl)=[CH:16][C:15]([NH2:19])=[CH:14][N:13]=2)[CH2:11][CH2:10][CH2:9][CH2:8][CH2:7]1>C(N(CC)CC)C>[Cl:1]([O-:5])(=[O:4])(=[O:3])=[O:2].[CH:6]1([N+:12]2[CH:17]=[CH:16][C:15]([NH2:19])=[CH:14][N:13]=2)[CH2:7][CH2:8][CH2:9][CH2:10][CH2:11]1 |f:0.1,3.4|. The reactants are Cl(=O)(=O)(=O)[O-].C1(CCCCC1)[N+]1=NC=C(C=C1Cl)N (1-cyclohexyl-4-amino-6-chloropyridazinium perchlorate). The product is Cl(=O)(=O)(=O)[O-].C1(CCCCC1)[N+]1=NC=C(C=C1)N (1-cyclohexyl-4-aminopyridazinium perchlorate). The yield is 62.1%. Run in C(C)N(CC)CC (triethylamine). Reported procedure: The procedure of Example 4 is adopted but without triethylamine and 15.6 parts of 1-cyclohexyl-4-amino-6-chloropyridazinium perchlorate is used. 8.6 parts (62.1% of theory) of 1-cyclohexyl-4-aminopyridazinium perchlorate is obtained; C10H16O4N3Cl, melting point 114° to 116° C after having been recrystallized from water. Starting materials: Cc1nc2ccc(Br)cc2c(-c2ccc(S(C)(=O)=O)cc2)c1C(=O)C(F)(F)F, CC1(O)CCNCC1. Product: Cc1nc2ccc(N3CCC(C)(O)CC3)cc2c(-c2ccc(S(C)(=O)=O)cc2)c1C(=O)C(F)(F)F. RXN SMILES: [Br:1][c:2]1[cH:3][c:4]2[c:5](-[c:19]3[cH:20][cH:21][c:22]([S:25](=[O:26])(=[O:27])[CH3:28])[cH:23][cH:24]3)[c:6]([C:13]([C:14]([F:15])([F:16])[F:17])=[O:18])[c:7]([CH3:12])[n:8][c:9]2[cH:10][cH:11]1.[CH3:29][C:30]1([OH:36])[CH2:31][CH2:32][NH:33][CH2:34][CH2:35]1>>[c:2]1([N:33]2[CH2:32][CH2:31][C:30]([CH3:29])([OH:36])[CH2:35][CH2:34]2)[cH:3][c:4]2[c:5](-[c:19]3[cH:20][cH:21][c:22]([S:25](=[O:26])(=[O:27])[CH3:28])[cH:23][cH:24]3)[c:6]([C:13]([C:14]([F:15])([F:16])[F:17])=[O:18])[c:7]([CH3:12])[n:8][c:9]2[cH:10][cH:11]1.